From a dataset of the Open Reaction Database (ORD), a public repository of structured organic reaction records. describe an organic reaction: reactants, conditions, products, and yield Reactants: C1(=CC=CC=C1)NC(C1=C(C=CC(=C1)[N+](=O)[O-])F)=O (N-phenyl-2-fluoro-5-nitrobenzamide), O.C1(=CC=C(C=C1)S(=O)(=O)O)C (p-toluenesulfonic acid monohydrate). Yields the product [N+](=O)([O-])C=1C=C(C(=CC1)F)C=1OC2=C(N1)C=CC=C2 (2-(3-Nitro-6-fluorophenyl)benzoxazole). Reaction SMILES: [C:1]1([NH:7][C:8](=[O:19])[C:9]2[CH:14]=[C:13]([N+:15]([O-:17])=[O:16])[CH:12]=[CH:11][C:10]=2[F:18])[CH:6]=[CH:5][CH:4]=[CH:3][CH:2]=1.O.C1(C)C=CC(S(O)(=O)=O)=CC=1>>[N+:15]([C:13]1[CH:14]=[C:9]([C:8]2[O:19][C:6]3[CH:5]=[CH:4][CH:3]=[CH:2][C:1]=3[N:7]=2)[C:10]([F:18])=[CH:11][CH:12]=1)([O-:17])=[O:16] |f:1.2|. Procedure: Prepared by the method of Example 15c), from N-phenyl-2-fluoro-5-nitrobenzamide (2.89 g, 10.4 mmol) and p-toluenesulfonic acid monohydrate (3.80 g, 20.0 mmol) the subtitle compound was obtained (2.41 g, 90%). 1H NMR (DMSO) δ 8.95(m, 1H), 8.52(m, 1H), 7.90(m, 2H), 7.81(t, 1H), 7.50(m, 2H).